The task is: describe an organic reaction: reactants, conditions, products, and yield. This data is from the Open Reaction Database (ORD), a public repository of structured organic reaction records. Starting materials: sapphire, Rh(acac)(CO)2, [O-]P([O-])OP([O-])[O-] (diphosphite), CC(C)(C)C1=C(C(=CC(=C1)OC)C2=CC(=CC(=C2OP3OC4=CC=CC=C4C5=CC=CC=C5O3)C(C)(C)C)OC)OP6OC7=CC=CC=C7C8=CC=CC=C8O6 (BIPHEPHOS), C=CCC(CC=C)O (1,6-heptadien-4-ol), C(=O)=O (CO2). Solvent: stainless steel. Conditions: temperature -60 celsius. Yields the product C(=O)CCCC1CCCC(O1)O (6-(3-formylpropyl)-2-hydroxytetrahydropyran). RXN SMILES: [O-]P(OP([O-])[O-])[O-].CC(C1C=[C:16]([O:18]C)[CH:15]=[C:14]([C:20]2[C:25]([O:26]P3OC4C(=CC=CC=4)C4C(=CC=CC=4)O3)=[C:24](C(C)(C)C)[CH:23]=[C:22](OC)[CH:21]=2)C=1OP1OC2C(=CC=CC=2)C2C(=CC=CC=2)O1)(C)C.C=CCC([OH:71])CC=C.C(=O)=O>>[CH:21]([CH2:22][CH2:23][CH2:24][CH:25]1[O:26][CH:16]([OH:18])[CH2:15][CH2:14][CH2:20]1)=[O:71]. Procedure details: To a 300 mL stainless steel autoclave with two sapphire windows containing Rh(acac)(CO)2 (1.5 mg, 6×10-3 mmol) and a diphosphite ligand, BIPHEPHOS or MCP-1, (1.2×10-2 mmol) was added 1,6-heptadien-4-ol (112 mg, 1.0 mmol). The air was replaced by CO and CO (7 atm) was introduced followed by H2 (7 atm). The reaction vessel was cooled to -60° C. and CO2 (85 atm) was introduced. The mixture was allowed to stir at 65° C. and 100 atm overnight. The autoclave was cooled to 0° C. and all the gasses were... Reactants: Cc1ccc2c(c1)nc(C)n2C1CCC(N)CC1, O=CC1Cc2ccc(Cl)cc2C1, Cl. The product is Cc1ccc2c(c1)nc(C)n2C1CCC(NCC2Cc3ccc(Cl)cc3C2)CC1. RXN SMILES: [CH3:2][c:3]1[n:4][c:5]2[c:6]([n:7]1[CH:8]1[CH2:9][CH2:10][CH:11]([NH2:14])[CH2:12][CH2:13]1)[cH:15][cH:16][c:17]([CH3:19])[cH:18]2.[Cl:20][c:21]1[cH:22][c:23]2[c:27]([cH:28][cH:29]1)[CH2:26][CH:25]([CH:30]=[O:31])[CH2:24]2.[ClH:1]>>[CH3:2][c:3]1[n:4][c:5]2[c:6]([n:7]1[CH:8]1[CH2:9][CH2:10][CH:11]([NH:14][CH2:30][CH:25]3[CH2:24][c:23]4[cH:22][c:21]([Cl:20])[cH:29][cH:28][c:27]4[CH2:26]3)[CH2:12][CH2:13]1)[cH:15][cH:16][c:17]([CH3:19])[cH:18]2.